From a dataset of the Open Reaction Database (ORD), a public repository of structured organic reaction records. describe an organic reaction: reactants, conditions, products, and yield The reactants are [Br-], COc1ccc(CCl)cc1, CCCC[N+](CCCC)(CCCC)CCCC, Cc1ccccc1, [K+], O=C1CCCCN1, [OH-]. Yields the product COc1ccc(CN2CCCCC2=O)cc1. As a reaction SMILES: [Br-:20].[CH3:10][O:11][c:12]1[cH:13][cH:14][c:15]([CH2:16][Cl:17])[cH:18][cH:19]1.[CH3:21][CH2:22][CH2:23][CH2:24][N+:25]([CH2:26][CH2:27][CH2:28][CH3:29])([CH2:30][CH2:31][CH2:32][CH3:33])[CH2:34][CH2:35][CH2:36][CH3:37].[CH3:38][c:39]1[cH:40][cH:41][cH:42][cH:43][cH:44]1.[K+:2].[NH:3]1[C:4](=[O:9])[CH2:5][CH2:6][CH2:7][CH2:8]1.[OH-:1]>>[N:3]1([CH2:16][c:15]2[cH:14][cH:13][c:12]([O:11][CH3:10])[cH:19][cH:18]2)[C:4](=[O:9])[CH2:5][CH2:6][CH2:7][CH2:8]1.